Dataset: the Open Reaction Database (ORD), a public repository of structured organic reaction records. Task: describe an organic reaction: reactants, conditions, products, and yield Reactants: ClC1=NN=C(C2=CC=CC=C12)O (4-chlorophthalazin-1-ol), [H-].[Na+] (sodium hydride), ICC (iodoethane). Solvent: CN(C)C=O (DMF), CN(C)C=O (DMF). Conditions: time 30 minute. The product is ClC1=NN(C(C2=CC=CC=C12)=O)CC (4-chloro-2-ethylphthalazin-1(2H)-one). Yield: 86.3%. As a reaction SMILES: [H-].[Na+].[Cl:3][C:4]1[C:13]2[C:8](=[CH:9][CH:10]=[CH:11][CH:12]=2)[C:7]([OH:14])=[N:6][N:5]=1.I[CH2:16][CH3:17]>CN(C=O)C>[Cl:3][C:4]1[C:13]2[C:8](=[CH:9][CH:10]=[CH:11][CH:12]=2)[C:7](=[O:14])[N:6]([CH2:16][CH3:17])[N:5]=1 |f:0.1|. Procedure: To a suspension of sodium hydride, 60% in mineral oil, (0.480 g, 12.00 mmol) in DMF (50 mL) was added 4-chlorophthalazin-1-ol (1.806 g, 10 mmol) at 0° C. After stirring 30 min, the solution was transferred to a solution of iodoethane (2.339 g, 15.00 mmol) in DMF (50 mL) through a cannula. The formed slurry was stirred at 0° C. for 30 min. The slurry was warmed to rt and stirred for 2 h. The formed light yellow solid was filtered off and washed the cake with THF. The filtrate was diluted with EtO... Reactants: [OH-].[NH4+] (ammonium hydroxide), FC(COC1=C(N)C=CC=C1)(F)F (2-(2,2,2-trifluoroethoxy)aniline), Cl.ClCCNCCCl (bis(2-chloroethyl)amine hydrochloride), C([O-])([O-])=O.[K+].[K+] (potassium carbonate), [I-].[Na+] (sodium iodide). Solvent: O (water), COCCOCCOC (bis(2-methoxyethyl) ether). Yields the product FC(COC1=C(C=CC=C1)N1CCNCC1)(F)F (1-[2-(2,2,2-trifluoroethoxy)phenyl]piperazine). Isolated yield 75.2%. RXN SMILES: [F:1][C:2]([F:13])([F:12])[CH2:3][O:4][C:5]1[CH:11]=[CH:10][CH:9]=[CH:8][C:6]=1[NH2:7].Cl.Cl[CH2:16][CH2:17][NH:18][CH2:19][CH2:20]Cl.C(=O)([O-])[O-].[K+].[K+].[I-].[Na+].[OH-].[NH4+]>O.COCCOCCOC>[F:1][C:2]([F:12])([F:13])[CH2:3][O:4][C:5]1[CH:11]=[CH:10][CH:9]=[CH:8][C:6]=1[N:7]1[CH2:20][CH2:19][NH:18][CH2:17][CH2:16]1 |f:1.2,3.4.5,6.7,8.9|. Procedure details: A mixture of 2-(2,2,2-trifluoroethoxy)aniline (2.85 g, 14.9 mmol), bis(2-chloroethyl)amine hydrochloride (2.66 g, 14.9 mmol), potassium carbonate (2.06 g, 14.9 mmol), sodium iodide (0.45 g, 3 mmol) and bis(2-methoxyethyl) ether (7.3 mL) was heated 8 hours at reflux. The reaction mixture then was cooled, treated with concentrated ammonium hydroxide, poured into water (30 mL) and extracted with ethyl acetate (3×30 mL). The combined extracts were washed with water (2×30 mL) and brine (1×30 mL), dri...